Task: describe an organic reaction: reactants, conditions, products, and yield. Dataset: the Open Reaction Database (ORD), a public repository of structured organic reaction records Starting materials: O=C1CCN(Cc2ccccc2)CC1, CO, CCOC(C)=O, CNC, CCOC(C)=O, CCCCCC, CNC, Cl, Cl, N#C[K], O. Product: CN(C)C1(C#N)CCN(Cc2ccccc2)CC1. Reaction SMILES: [CH2:11]([c:12]1[cH:13][cH:14][cH:15][cH:16][cH:17]1)[N:18]1[CH2:19][CH2:20][C:21](=[O:24])[CH2:22][CH2:23]1.[CH3:27][OH:28].[CH3:29][CH2:30][O:31][C:32](=[O:33])[CH3:34].[CH3:2][NH:3][CH3:4].[CH3:35][CH2:36][O:37][C:38]([CH3:39])=[O:40].[CH3:41][CH2:42][CH2:43][CH2:44][CH2:45][CH3:46].[CH3:8][NH:9][CH3:10].[ClH:1].[ClH:25].[K:5][C:6]#[N:7].[OH2:26]>>[CH3:2][N:3]([CH3:4])[C:21]1([C:6]#[N:7])[CH2:20][CH2:19][N:18]([CH2:11][c:12]2[cH:13][cH:14][cH:15][cH:16][cH:17]2)[CH2:23][CH2:22]1. RXN SMILES: C(C1C=C(C2O[N:12]=[C:11]([C:14]3[CH:29]=[C:28]([CH3:30])[C:17]([O:18][CH2:19][CH:20]([OH:27])[CH2:21][NH:22][C:23](=[O:26])[CH2:24][OH:25])=[C:16]([CH3:31])[CH:15]=3)[N:10]=2)C=CC=1)=O.[CH3:32][N:33]([CH2:35][C:36]1[CH:44]=[CH:43][C:39]([C:40]([OH:42])=O)=[CH:38][C:37]=1[O:45][CH3:46])[CH3:34].OCC(NCC(O)COC1C(C)=CC(C(=N)NO)=CC=1C)=O.C([O-])=O>>[CH3:34][N:33]([CH2:35][C:36]1[CH:44]=[CH:43][C:39]([C:40]2[O:42][N:12]=[C:11]([C:14]3[CH:15]=[C:16]([CH3:31])[C:17]([O:18][CH2:19][CH:20]([OH:27])[CH2:21][NH:22][C:23](=[O:26])[CH2:24][OH:25])=[C:28]([CH3:30])[CH:29]=3)[N:10]=2)=[CH:38][C:37]=1[O:45][CH3:46])[CH3:32]. Starting materials: C(=O)C=1C=C(C=CC1)C1=NC(=NO1)C1=CC(=C(OCC(CNC(CO)=O)O)C(=C1)C)C (rac-N-(3-{4-[5-(3-formyl-phenyl)-[1,2,4]oxadiazol-3-yl]-2,6-dimethyl-phenoxy}-2-hydroxy-propyl)-2-hydroxy-acetamide), C(=O)[O-] (formate), CN(C)CC1=C(C=C(C(=O)O)C=C1)OC (4-dimethylaminomethyl-3-methoxy-benzoic acid), OCC(=O)NCC(COC1=C(C=C(C=C1C)C(NO)=N)C)O (rac-2-hydroxy-N-{2-hydroxy-3-[4-(N-hydroxycarbamimidoyl)-2,6-dimethyl-phenoxy]-propyl}-acetamide). Reported procedure: The title compound was prepared in analogy to rac-N-(3-{4-[5-(3-formyl-phenyl)-[1,2,4]oxadiazol-3-yl]-2,6-dimethyl-phenoxy}-2-hydroxy-propyl)-2-hydroxy-acetamide, starting from 4-dimethylaminomethyl-3-methoxy-benzoic acid and rac-2-hydroxy-N-{2-hydroxy-3-[4-(N-hydroxycarbamimidoyl)-2,6-dimethyl-phenoxy]-propyl}-acetamide. LC-MS: tR=0.71 min; [M+1]+=485.27; 1H NMR (CDCl3): δ2.36 (s, 6H), 2.54 (s, 6H), 3.45-3.54 (m, 1H), 3.74-3.91 (m, 3H), 3.92 (s, 2H), 4.01 (s, 3H), 4.15-4.20 (m, 3H), 7.13 (t, J=... Yields the product CN(C)CC1=C(C=C(C=C1)C1=NC(=NO1)C1=CC(=C(OCC(CNC(CO)=O)O)C(=C1)C)C)OC (rac-N-(3-{4-[5-(4-dimethylaminomethyl-3-methoxy-phenyl)-[1,2,4]oxadiazol-3-yl]-2,6-dimethyl-phenoxy}-2-hydroxy-propyl)-2-hydroxy-acetamide). Reactants: C[O-], ClCCl, [Na+], C1COC2(CCC(C3CO3)CC2)O1. The product is COCC(O)C1CCC2(CC1)OCCO2. As a reaction SMILES: [CH3:14][O-:15].[Cl:17][CH2:18][Cl:19].[Na+:16].[O:1]1[CH:2]([CH:4]2[CH2:5][CH2:6][C:7]3([O:8][CH2:9][CH2:10][O:11]3)[CH2:12][CH2:13]2)[CH2:3]1>>[OH:1][CH:2]([CH2:3][O:15][CH3:14])[CH:4]1[CH2:5][CH2:6][C:7]2([O:8][CH2:9][CH2:10][O:11]2)[CH2:12][CH2:13]1. The reactants are COC(CCC1(C(CCCC1)=O)C)=O (1-methyl-2-oxocyclohexanepropionic acid methyl ester), O (water), C(CO)O (ethylene glycol), C1(=CC=C(C=C1)S(=O)(=O)O)C (p-toluenesulfonic acid). Run in C1=CC=CC=C1 (benzene), C1=CC=CC=C1 (benzene). The product is COC(CCC1(C2(C(CCC2=O)=O)CCCC1)C)=O (6-Methyl-1,4-dioxospiro[4.5]decane-6-propionic acid methyl ester). Reaction SMILES: [CH3:1][O:2][C:3](=[O:14])[CH2:4][CH2:5][C:6]1([CH3:13])[CH2:11][CH2:10][CH2:9][CH2:8][C:7]1=O.[CH2:15]([OH:18])[CH2:16]O.[C:19]1([CH3:29])C=CC(S(O)(=O)=O)=CC=1.[OH2:30]>C1C=CC=CC=1>[CH3:1][O:2][C:3](=[O:14])[CH2:4][CH2:5][C:6]1([CH3:13])[CH2:11][CH2:10][CH2:9][CH2:8][C:7]21[C:15](=[O:18])[CH2:16][CH2:29][C:19]2=[O:30]. Procedure details: A solution of 1-methyl-2-oxocyclohexanepropionic acid methyl ester (96.1 g, 0.48 mole), described in Example 6, ethylene glycol (100 ml) and p-toluenesulfonic acid (2.0 g) in dry benzene (1600 ml) is heated at reflux for 6 hr using a water separator. The benzene solution is cooled, washed with saturated aqueous sodium bicarbonate solution (2 × 100 ml) then brine (2 × 100 ml), dried (MgSO4) and concentrated to yield the title compound as an oil, ν maxCHCl3 1725, 1085 cm-1. Reactants: N#Cc1ccc(C(=O)O)cc1, c1cc2c(cc1OC1CCNCC1)CCN(C1CCC1)CC2, ClCCl, O, On1nnc2ccccc21. Product: N#Cc1ccc(C(=O)N2CCC(Oc3ccc4c(c3)CCN(C3CCC3)CC4)CC2)cc1. Reaction SMILES: [C:1](#[N:2])[c:3]1[cH:4][cH:5][c:6]([C:7](=[O:8])[OH:9])[cH:10][cH:11]1.[CH:23]1([N:27]2[CH2:28][CH2:29][c:30]3[c:31]([cH:34][c:35]([O:38][CH:39]4[CH2:40][CH2:41][NH:42][CH2:43][CH2:44]4)[cH:36][cH:37]3)[CH2:32][CH2:33]2)[CH2:24][CH2:25][CH2:26]1.[Cl:45][CH2:46][Cl:47].[OH2:12].[OH:13][n:14]1[c:15]2[cH:16][cH:17][cH:18][cH:19][c:20]2[n:21][n:22]1>>[C:1](#[N:2])[c:3]1[cH:4][cH:5][c:6]([C:7](=[O:9])[N:42]2[CH2:41][CH2:40][CH:39]([O:38][c:35]3[cH:34][c:31]4[c:30]([cH:37][cH:36]3)[CH2:29][CH2:28][N:27]([CH:23]3[CH2:24][CH2:25][CH2:26]3)[CH2:33][CH2:32]4)[CH2:44][CH2:43]2)[cH:10][cH:11]1.